From a dataset of the Open Reaction Database (ORD), a public repository of structured organic reaction records. describe an organic reaction: reactants, conditions, products, and yield The reactants are ClC1=CC(=CC=C1)C(=O)OO (m-chloroperbenzoic acid), FC1=C(C#N)C(=CC=C1)SC1=CC(=CC=C1)OC (2-Fluoro-6-[(3 -methoxyphenyl)thio]benzonitrile), ClC1=CC(=CC=C1)C(=O)OO (m-chloroperbenzoic acid), resultant mixture, resultant mixture, S([O-])(O)=O.[Na+] (sodium bisulfite). Solvent: O (water). The product is FC1=C(C#N)C(=CC=C1)S(=O)C1=CC(=CC=C1)OC (2-Fluoro-6-[(3-methoxyphenyl)sulfinyl]benzonitrile). Reaction SMILES: [F:1][C:2]1[CH:9]=[CH:8][CH:7]=[C:6]([S:10][C:11]2[CH:16]=[CH:15][CH:14]=[C:13]([O:17][CH3:18])[CH:12]=2)[C:3]=1[C:4]#[N:5].ClC1C=CC=C(C(OO)=[O:27])C=1.S(=O)(O)[O-].[Na+]>O>[F:1][C:2]1[CH:9]=[CH:8][CH:7]=[C:6]([S:10]([C:11]2[CH:16]=[CH:15][CH:14]=[C:13]([O:17][CH3:18])[CH:12]=2)=[O:27])[C:3]=1[C:4]#[N:5] |f:2.3|. Procedure details: To a solution of 2 g (7.7 mmol) of 2-fluoro-6-[(3-methoxyphenyl)thio]benzonitrile (Example 13) was added portionwise 1.6 g (9.3 mmol) of m-chloroperbenzoic acid. The resultant mixture was stirred for 24 h. Additional 0.16 g of m-chloroperbenzoic acid was added and the resultant mixture was stirred for 15 min. Excess sodium bisulfite was added, followed by water. The H2O solution was extracted with EtOAc. After drying over MgSO4 and solvent removal, the resultant crude product was purified by fla... The solvent is ClCCCl (1,2 dichloroethane). Procedure: The title compound was prepared according to the general procedure (Method A) by coupling Intermediate 1 (100 mg, 0.393 mmol) with 4-[2,3-difluoro-4-(trifluoromethyl)phenyl]-1,3-thiazol-2-amine (110 mg, 0.393 mmol) in the presence of EDCI hydrochloride (90 mg, 0.472 mmol), HOBt (16 mg, 0.117 mmol) and DMAP (5 mg, 0.039 mmol) in 1,2 dichloroethane (4 ml) to give 27 mg of the product as an off-white solid; 1H NMR (300 MHz, DMSO-d6) δ 3.19 (s, 3H), 3.47 (s, 3H), 4.08 (s, 2H), 7.08 (s, 1H), 7.70-7.8... Reagents/catalysts: CN(C)C=1C=CN=CC1 (DMAP). Starting materials: C=1C=CC2=C(C1)N=NN2O (HOBt), CCN=C=NCCCN(C)C.Cl (EDCI hydrochloride), CN1C(N(C(C=2C1=CSC2C)=O)C)=O (1,3,5-trimethylthieno[3,4-d]pyrimidine-2,4(1H,3H)-dione), FC1=C(C=CC(=C1F)C(F)(F)F)C=1N=C(SC1)N (4-[2,3-difluoro-4-(trifluoromethyl)phenyl]-1,3-thiazol-2-amine). The product is FC1=C(C=CC(=C1F)C(F)(F)F)C=1N=C(SC1)NC(CC1=CSC=2N(C(N(C(C21)=O)C)=O)C)=O (N-{4-[2,3-Difluoro-4-(trifluoromethyl)phenyl]-1,3-thiazol-2-yl}-2-(1,3-dimethyl-2,4-dioxo-1,2,3,4-tetrahydrothieno[2,3-d]pyrimidin-5-yl)acetamide), product. As a reaction SMILES: [CH3:1][N:2]1[C:7]2=[CH:8][S:9][C:10](C)=[C:6]2[C:5](=[O:12])[N:4]([CH3:13])[C:3]1=[O:14].[F:15][C:16]1[C:21]([F:22])=[C:20]([C:23]([F:26])([F:25])[F:24])[CH:19]=[CH:18][C:17]=1[C:27]1[N:28]=[C:29]([NH2:32])[S:30][CH:31]=1.CCN=C=NC[CH2:39][CH2:40]N(C)C.Cl.C1C=CC2N([OH:54])N=NC=2C=1>CN(C1C=CN=CC=1)C.ClCCCl>[F:15][C:16]1[C:21]([F:22])=[C:20]([C:23]([F:26])([F:24])[F:25])[CH:19]=[CH:18][C:17]=1[C:27]1[N:28]=[C:29]([NH:32][C:39](=[O:54])[CH2:40][C:7]2[C:6]3[C:5](=[O:12])[N:4]([CH3:13])[C:3](=[O:14])[N:2]([CH3:1])[C:10]=3[S:9][CH:8]=2)[S:30][CH:31]=1 |f:2.3|.